The task is: describe an organic reaction: reactants, conditions, products, and yield. This data is from the Open Reaction Database (ORD), a public repository of structured organic reaction records. Reactants: CC1c2c(ccc3[nH]ccc23)OCCN1C(=O)OC(C)(C)C, O=S(=O)(Cl)c1ccc(Cl)cc1Cl, [H-], [Na+], CN(C)C=O. Product: CC1c2c(ccc3c2ccn3S(=O)(=O)c2ccc(Cl)cc2Cl)OCCN1C(=O)OC(C)(C)C. As a reaction SMILES: [CH3:1][CH:2]1[N:3]([C:16](=[O:17])[O:18][C:19]([CH3:20])([CH3:21])[CH3:22])[CH2:4][CH2:5][O:6][c:7]2[c:8]1[c:9]1[cH:10][cH:11][nH:12][c:13]1[cH:14][cH:15]2.[Cl:25][c:26]1[c:27]([S:33](=[O:34])(=[O:35])[Cl:36])[cH:28][cH:29][c:30]([Cl:32])[cH:31]1.[H-:23].[Na+:24].[O:37]=[CH:38][N:39]([CH3:40])[CH3:41]>>[CH3:1][CH:2]1[N:3]([C:16](=[O:17])[O:18][C:19]([CH3:20])([CH3:21])[CH3:22])[CH2:4][CH2:5][O:6][c:7]2[c:8]1[c:9]1[cH:10][cH:11][n:12]([S:33]([c:27]3[c:26]([Cl:25])[cH:31][c:30]([Cl:32])[cH:29][cH:28]3)(=[O:34])=[O:35])[c:13]1[cH:14][cH:15]2. The reactants are CN1C(=O)C(NC(=O)OC(C)(C)C)COc2ccc(F)cc21, ClCCl, O=C(O)C(F)(F)F. Yields the product CN1C(=O)C(N)COc2ccc(F)cc21. RXN SMILES: [C:1]([O:2][C:3](=[O:4])[NH:7][CH:8]1[CH2:9][O:10][c:11]2[c:12]([cH:17][c:18]([F:21])[cH:19][cH:20]2)[N:13]([CH3:16])[C:14]1=[O:15])([CH3:5])([CH3:6])[CH3:22].[Cl:30][CH2:31][Cl:32].[OH:23][C:24]([C:25]([F:26])([F:27])[F:28])=[O:29]>>[NH2:7][CH:8]1[CH2:9][O:10][c:11]2[c:12]([cH:17][c:18]([F:21])[cH:19][cH:20]2)[N:13]([CH3:16])[C:14]1=[O:15]. Solvent: C1=CC=CC=C1 (benzene), C1=CC=CC=C1 (benzene). Reaction SMILES: [CH3:1][C:2]([CH3:8])([CH3:7])[C:3](=O)[CH2:4][CH3:5].[CH3:9][C@@H:10]([NH2:17])[C:11]1[CH:16]=[CH:15][CH:14]=[CH:13][CH:12]=1.[BH4-].[Na+]>C1C=CC=CC=1.Cl[Ti](Cl)(Cl)Cl>[C:11]1([C@H:10]([NH:17][C@H:3]([CH2:4][CH3:5])[C:2]([CH3:8])([CH3:7])[CH3:1])[CH3:9])[CH:16]=[CH:15][CH:14]=[CH:13][CH:12]=1 |f:2.3|. Reaction conditions: time 3 hour. Yields the product C1(=CC=CC=C1)[C@@H](C)N[C@@H](C(C)(C)C)CC (N-(1(R)-phenylethyl)-1(R)-ethyl-2,2-dimethylpropylamine). Reactants: [BH4-].[Na+] (NaBH4), CC(C(CC)=O)(C)C (4,4-dimethyl-3-pentanone), C[C@H](C1=CC=CC=C1)N ((R)-α-methylbenzylamine). Procedure details: To a cooled solution (0°) of 4,4-dimethyl-3-pentanone (106 g, 0.928 mol) and (R)-α-methylbenzylamine (111 g, 0.916 mol) in benzene (1 L), a solution of TiCl4 (50.5 mL, 0.461 mol) in benzene (200 mL) was added at a rate that kept the temperature of the mixture below 10°. Thereafter, the mixture was stirred mechanically for 3 h at 40°, cooled to room temperature (20°-22°) and filtered through diatomaceous earth. The diatomaceous earth was washed with Et2O. The combined filtrate and wash was concen... Isolated yield 54.7%. The reagents and catalysts are Cl[Ti](Cl)(Cl)Cl (TiCl4). Starting materials: CC1=C(C(=CC=C1)C)C=1N=C(C2=C(N1)CCNC2)OC (2-(2,6-dimethylphenyl)-4-methoxy-5,6,7,8-tetrahydropyrido[4,3-d]pyrimidine), CC(C(CC(=O)OC)=O)C (methyl 4-methyl-3-oxopentanoate), four. The reagents and catalysts are CN(C)C=1C=CN=CC1 (DMAP). Run in C1(=CC=CC=C1)C (toluene). Conditions: temperature 150 celsius. Yields the product CC1=C(C(=CC=C1)C)C=1N=C(C2=C(N1)CCN(C2)C(CC(C(C)C)=O)=O)OC (1-(2-(2,6-dimethylphenyl)-4-methoxy-7,8-dihydropyrido[4,3-d]pyrimidin-6(5H)-yl)-4-methylpentane-1,3-dione). Reaction SMILES: [CH3:1][C:2]1[CH:7]=[CH:6][CH:5]=[C:4]([CH3:8])[C:3]=1[C:9]1[N:10]=[C:11]([O:19][CH3:20])[C:12]2[CH2:18][NH:17][CH2:16][CH2:15][C:13]=2[N:14]=1.[CH3:21][CH:22]([CH3:30])[C:23](=[O:29])[CH2:24][C:25](OC)=[O:26]>CN(C1C=CN=CC=1)C.C1(C)C=CC=CC=1>[CH3:8][C:4]1[CH:5]=[CH:6][CH:7]=[C:2]([CH3:1])[C:3]=1[C:9]1[N:10]=[C:11]([O:19][CH3:20])[C:12]2[CH2:18][N:17]([C:25](=[O:26])[CH2:24][C:23](=[O:29])[CH:22]([CH3:30])[CH3:21])[CH2:16][CH2:15][C:13]=2[N:14]=1. Procedure details: A mixture of 2-(2,6-dimethylphenyl)-4-methoxy-5,6,7,8-tetrahydropyrido[4,3-d]pyrimidine (4.8 g, 17.82 mmol), methyl 4-methyl-3-oxopentanoate (5.14 g, 35.6 mmol), and DMAP (0.327 g, 2.67 mmol) was dissolved in toluene (70 mL). The mixture was evenly divided into four 20 mL microwave vials. Each vial was heated to 150° C. for 30 min via microwave irradiation. The reaction mixtures were combine and directly concentrated. The resulting residue was purified via silica gel FCC (0-80% EtOAc/heptane) to...